From a dataset of the Open Reaction Database (ORD), a public repository of structured organic reaction records. describe an organic reaction: reactants, conditions, products, and yield Starting materials: O=C([O-])[O-], COc1cc2c(=O)cc[nH]c2cc1OCc1ccccc1, CC#N, [Cs+], [Cs+], O=[N+]([O-])c1ccc(F)c(F)c1, CN(C)C=O. Yields the product COc1cc2c(Oc3ccc([N+](=O)[O-])cc3F)ccnc2cc1OCc1ccccc1. RXN SMILES: [C:22](=[O:23])([O-:24])[O-:25].[CH2:1]([c:2]1[cH:3][cH:4][cH:5][cH:6][cH:7]1)[O:8][c:9]1[c:10]([O:20][CH3:21])[cH:11][c:12]2[c:13](=[O:19])[cH:14][cH:15][nH:16][c:17]2[cH:18]1.[CH3:44][C:45]#[N:46].[Cs+:26].[Cs+:27].[F:28][c:29]1[cH:30][c:31]([N+:36](=[O:37])[O-:38])[cH:32][cH:33][c:34]1[F:35].[O:39]=[CH:40][N:41]([CH3:42])[CH3:43]>>[CH2:1]([c:2]1[cH:3][cH:4][cH:5][cH:6][cH:7]1)[O:8][c:9]1[c:10]([O:20][CH3:21])[cH:11][c:12]2[c:13]([O:19][c:34]3[c:29]([F:28])[cH:30][c:31]([N+:36](=[O:37])[O-:38])[cH:32][cH:33]3)[cH:14][cH:15][n:16][c:17]2[cH:18]1. Starting materials: C1(=CC=CC=C1)NC1=CC=CC=C1 (diphenylamine), C(C)(=O)O (acetic acid), C1(=CC=CC=C1)NC1=CC=CC=C1 (diphenylamine), [OH-].[Na+] (sodium hydroxide), N(=O)N(C1=CC=CC=C1)C1=CC=CC=C1 (N-nitrosodiphenylamine), N(=O)[O-].[Na+] (sodium nitrite), thiourea dioxide. Run in CO (methanol), CO (methanol), O (water), O (water). Product: C1(=CC=CC=C1)N(N)C1=CC=CC=C1 (1,1-diphenylhydrazine). Reaction SMILES: C1(NC2C=CC=CC=2)C=CC=CC=1.C(O)(=O)C.N([O-])=O.[Na+].[OH-].[Na+].[NH2+]([O-])(=O)C(N)=S.[N:30]([N:32]([C:39]1[CH:44]=[CH:43][CH:42]=[CH:41][CH:40]=1)[C:33]1[CH:38]=[CH:37][CH:36]=[CH:35][CH:34]=1)=O>O.CO>[C:33]1([N:32]([C:39]2[CH:44]=[CH:43][CH:42]=[CH:41][CH:40]=2)[NH2:30])[CH:34]=[CH:35][CH:36]=[CH:37][CH:38]=1 |f:2.3,4.5|. Reported procedure: Into a 500 ml four-neck flask were added 16.9 g (100 mmol) of diphenylamine, 15.1 g (251 mmol) of acetic acid, and 207 g of methanol and the whole was dissolved under stirring. Thereto was added 13.8 g (200 mmol) of sodium nitrite dissolved in 57 g of water, followed by stirring at 15 to 20° C. for 3 hours. After the disappearance of diphenylamine was confirmed by high-performance liquid chromatography, 26.1 g (653 mmol) of sodium hydroxide dissolved in 119 g of water and 259 g (240 mmol) of thi... The reactants are N#CCc1ccc(Br)cc1F, [Li]CCCC, C1CCOC1, Clc1ccc2ocnc2c1, Cl[Pd]Cl, c1ccc(P(c2ccccc2)c2ccccc2)cc1, c1ccc(P(c2ccccc2)c2ccccc2)cc1. The product is N#CCc1ccc(-c2nc3cc(Cl)ccc3o2)cc1F. As a reaction SMILES: [Br:16][c:17]1[cH:18][c:19]([F:26])[c:20]([CH2:21][C:22]#[N:23])[cH:24][cH:25]1.[CH2:11]([Li:12])[CH2:13][CH2:14][CH3:15].[CH2:27]1[O:28][CH2:29][CH2:30][CH2:31]1.[Cl:1][c:2]1[cH:3][cH:4][c:5]2[c:6]([n:7][cH:8][o:9]2)[cH:10]1.[Pd:32]([Cl:33])[Cl:34].[c:35]1([P:36]([c:37]2[cH:38][cH:39][cH:40][cH:41][cH:42]2)[c:43]2[cH:44][cH:45][cH:46][cH:47][cH:48]2)[cH:49][cH:50][cH:51][cH:52][cH:53]1.[c:54]1([P:55]([c:56]2[cH:57][cH:58][cH:59][cH:60][cH:61]2)[c:62]2[cH:63][cH:64][cH:65][cH:66][cH:67]2)[cH:68][cH:69][cH:70][cH:71][cH:72]1>>[Cl:1][c:2]1[cH:3][cH:4][c:5]2[c:6]([n:7][c:8](-[c:17]3[cH:18][c:19]([F:26])[c:20]([CH2:21][C:22]#[N:23])[cH:24][cH:25]3)[o:9]2)[cH:10]1. Reactants: C[S-], Clc1nnc(Cc2cc(C3OC(COCc4ccccc4)C(OCc4ccccc4)C(OCc4ccccc4)C3OCc3ccccc3)ccc2Cl)s1, [Na+], C1CCOC1. Product: CSc1nnc(Cc2cc(C3OC(COCc4ccccc4)C(OCc4ccccc4)C(OCc4ccccc4)C3OCc3ccccc3)ccc2Cl)s1. As a reaction SMILES: [CH3:54][S-:55].[Cl:1][c:2]1[s:3][c:4]([CH2:7][c:8]2[c:9]([Cl:53])[cH:10][cH:11][c:12]([CH:14]3[O:15][CH:16]([CH2:44][O:45][CH2:46][c:47]4[cH:48][cH:49][cH:50][cH:51][cH:52]4)[CH:17]([O:36][CH2:37][c:38]4[cH:39][cH:40][cH:41][cH:42][cH:43]4)[CH:18]([O:28][CH2:29][c:30]4[cH:31][cH:32][cH:33][cH:34][cH:35]4)[CH:19]3[O:20][CH2:21][c:22]3[cH:23][cH:24][cH:25][cH:26][cH:27]3)[cH:13]2)[n:5][n:6]1.[Na+:56].[O:57]1[CH2:58][CH2:59][CH2:60][CH2:61]1>>[c:2]1([S:55][CH3:54])[s:3][c:4]([CH2:7][c:8]2[c:9]([Cl:53])[cH:10][cH:11][c:12]([CH:14]3[O:15][CH:16]([CH2:44][O:45][CH2:46][c:47]4[cH:48][cH:49][cH:50][cH:51][cH:52]4)[CH:17]([O:36][CH2:37][c:38]4[cH:39][cH:40][cH:41][cH:42][cH:43]4)[CH:18]([O:28][CH2:29][c:30]4[cH:31][cH:32][cH:33][cH:34][cH:35]4)[CH:19]3[O:20][CH2:21][c:22]3[cH:23][cH:24][cH:25][cH:26][cH:27]3)[cH:13]2)[n:5][n:6]1. The reactants are ClC=1C=C(C=CC1Cl)C1=CC2CCC(C1)N2C (3-(3,4-dichloro-phenyl)-8-methyl-8-aza-bicyclo[3.2.1]oct-2-ene), ClC(=O)OC(C)Cl (1-chloroethyl chloroformate), [OH-].[Na+] (NaOH). Run in CO (methanol), ClCCCl (Cl(CH2)2Cl), O (H2O). Product: ClC=1C=C(C=CC1Cl)C1=CC2CCC(C1)N2 (3-(3,4-Dichloro-phenyl)-8-aza-bicyclo[3.2.1]oct-2-ene). The yield is 50.0%. Reaction SMILES: [Cl:1][C:2]1[CH:3]=[C:4]([C:9]2[CH2:15][CH:14]3[N:16](C)[CH:11]([CH2:12][CH2:13]3)[CH:10]=2)[CH:5]=[CH:6][C:7]=1[Cl:8].ClC(OC(Cl)C)=O.[OH-].[Na+]>ClCCCl.CO.O>[Cl:1][C:2]1[CH:3]=[C:4]([C:9]2[CH2:10][CH:11]3[NH:16][CH:14]([CH2:13][CH2:12]3)[CH:15]=2)[CH:5]=[CH:6][C:7]=1[Cl:8] |f:2.3|. Reported procedure: To 1.08 g (4.03 mmol) 3-(3,4-dichloro-phenyl)-8-methyl-8-aza-bicyclo[3.2.1]oct-2-ene in 20 mL Cl(CH2)2Cl is added 1.31 mL (1.73 g, 12.08 mmol) of 1-chloroethyl chloroformate, and the resulting mixture is heated to reflux for 24 h. Evaporation of all volatiles gives an orange oil which is dissolved in methanol (20 mL) and heated to reflux for 1 h. Evaporation of all volatiles yielded an orange solid which is dissolved in 100 H2O and treated with 50 mL of 2.5 N NaOH. Extraction with 3×25 mL CH2Cl2... Starting materials: CC#N, CS(=O)(=O)OCCCOc1ccc(C=O)cc1, [F-], O=C(O)C(F)(F)F, [K+]. Product: O=Cc1ccc(OCCCF)cc1. Reaction SMILES: [CH3:27][C:28]#[N:29].[CH:3](=[O:4])[c:5]1[cH:6][cH:7][c:8]([O:9][CH2:10][CH2:11][CH2:12][O:13][S:14]([CH3:15])(=[O:16])=[O:17])[cH:18][cH:19]1.[F-:1].[F:20][C:21]([F:22])([F:23])[C:24]([OH:25])=[O:26].[K+:2]>>[CH:3](=[O:4])[c:5]1[cH:6][cH:7][c:8]([O:9][CH2:10][CH2:11][CH2:12][F:20])[cH:18][cH:19]1. Reactants: C(CCCCC)N(CCOC1=CC=C(C=C1)CCC(C(F)(F)F)(OC)OC)CCCCCCCCCCCC (N-Hexyl-N-[2-[4-(3,3-dimethoxy-4,4,4-trifluorobut-1-yl)phenoxy]ethyl]dodecylamine), FC(C(=O)O)(F)F (trifluoroacetic acid), C(CCCCCCCCCCC)N(CCOC1=CC=C(C=C1)CCC(C(F)(F)F)=O)CCCC(=O)OCC (4-[N-dodecyl-N-[2-[4-(4,4,4-trifluoro-3-oxobut-1-yl)phenoxy]ethyl]amino]butanoic acid, ethyl ester). Product: C(CCCCCCCCCCC)N(CCCCCC)CCOC1=CC=C(C=C1)CCC(C(F)(F)F)=O (4-[4-[2-(N-Dodecyl-N-Hexylamino]ethoxy]phenyl]-1,1,1-trifluoro-2-butanone). Yield: 78.2%. Reaction SMILES: [CH2:1]([N:7]([CH2:28][CH2:29][CH2:30][CH2:31][CH2:32][CH2:33][CH2:34][CH2:35][CH2:36][CH2:37][CH2:38][CH3:39])[CH2:8][CH2:9][O:10][C:11]1[CH:16]=[CH:15][C:14]([CH2:17][CH2:18][C:19](OC)([O:24]C)[C:20]([F:23])([F:22])[F:21])=[CH:13][CH:12]=1)[CH2:2][CH2:3][CH2:4][CH2:5][CH3:6].FC(F)(F)C(O)=O.C(N(CCCC(OCC)=O)CCOC1C=CC(CCC(=O)C(F)(F)F)=CC=1)CCCCCCCCCCC>>[CH2:28]([N:7]([CH2:8][CH2:9][O:10][C:11]1[CH:12]=[CH:13][C:14]([CH2:17][CH2:18][C:19](=[O:24])[C:20]([F:22])([F:23])[F:21])=[CH:15][CH:16]=1)[CH2:1][CH2:2][CH2:3][CH2:4][CH2:5][CH3:6])[CH2:29][CH2:30][CH2:31][CH2:32][CH2:33][CH2:34][CH2:35][CH2:36][CH2:37][CH2:38][CH3:39]. Procedure details: N-Hexyl-N-[2-[4-(3,3-dimethoxy-4,4,4-trifluorobut-1-yl)phenoxy]ethyl]dodecylamine (353 mg, 0.63 mmol) was treated with trifluoroacetic acid as described in the preparation of 4-[N-dodecyl-N-[2-[4-(4,4,4-trifluoro-3-oxobut-1-yl)phenoxy]ethyl]amino]butanoic acid, ethyl ester. The residue was chromatographed on silica gel (dichloromethane/methanol 98:2 to 94:6) to afford the title compound (253 mg, 78%) as a pale yellow oil Reactants: CC1CCCN1CCCBr, Br, CC(C)N1CC2(CCN(c3ccc(O)cc3)CC2)OCC1=O. Product: CC1CCCN1CCCOc1ccc(N2CCC3(CC2)CN(C(C)C)C(=O)CO3)cc1. Reaction SMILES: [Br:24][CH2:25][CH2:26][CH2:27][N:28]1[CH:29]([CH3:33])[CH2:30][CH2:31][CH2:32]1.[BrH:23].[OH:1][c:2]1[cH:3][cH:4][c:5]([N:8]2[CH2:9][CH2:10][C:11]3([CH2:12][N:13]([CH:18]([CH3:19])[CH3:20])[C:14](=[O:17])[CH2:15][O:16]3)[CH2:21][CH2:22]2)[cH:6][cH:7]1>>[O:1]([c:2]1[cH:3][cH:4][c:5]([N:8]2[CH2:9][CH2:10][C:11]3([CH2:12][N:13]([CH:18]([CH3:19])[CH3:20])[C:14](=[O:17])[CH2:15][O:16]3)[CH2:21][CH2:22]2)[cH:6][cH:7]1)[CH2:25][CH2:26][CH2:27][N:28]1[CH:29]([CH3:33])[CH2:30][CH2:31][CH2:32]1. The reactants are Brc1ccc2nccnc2c1, O=C([O-])C=CC(=O)[O-], CCOC(=O)C=CC(=O)OCC, O=C([O-])[O-], CC(=O)[O-], CC(=O)[O-], [K+], [K+], CN(C)C=O, [Pd+2], Cc1ccccc1P(c1ccccc1C)c1ccccc1C. Reaction SMILES: [Br:21][c:22]1[cH:23][c:24]2[n:25][cH:26][cH:27][n:28][c:29]2[cH:30][cH:31]1.[C:13]([O-:14])(=[O:15])[CH:16]=[CH:17][C:18]([O-:19])=[O:20].[C:1]([CH:2]=[CH:3][C:4](=[O:5])[O:6][CH2:7][CH3:8])(=[O:9])[O:10][CH2:11][CH3:12].[C:54](=[O:55])([O-:56])[O-:57].[C:65]([O-:66])(=[O:67])[CH3:68].[C:70]([O-:71])(=[O:72])[CH3:73].[K+:58].[K+:59].[O:60]=[CH:61][N:62]([CH3:63])[CH3:64].[Pd+2:69].[c:32]1([CH3:33])[cH:34][cH:35][cH:36][cH:37][c:38]1[P:39]([c:40]1[cH:41][cH:42][cH:43][cH:44][c:45]1[CH3:46])[c:47]1[cH:48][cH:49][cH:50][cH:51][c:52]1[CH3:53]>>[C:1]([C:2](=[CH:3][C:4](=[O:5])[O:6][CH2:7][CH3:8])[c:22]1[cH:23][c:24]2[n:25][cH:26][cH:27][n:28][c:29]2[cH:30][cH:31]1)(=[O:9])[O:10][CH2:11][CH3:12]. Yields the product CCOC(=O)C=C(C(=O)OCC)c1ccc2nccnc2c1.